From a dataset of the Open Reaction Database (ORD), a public repository of structured organic reaction records. describe an organic reaction: reactants, conditions, products, and yield The reactants are C(C(=O)O)(=O)O (oxalic acid), CC(=O)C (acetone), NCCNS(=O)(=O)C1=CC=C(C=C1)C (N-(2-aminoethyl)-p-toluenesulfonamide), O1C(COC2=C(C(=O)OC)C=CC=C2)C1 (methyl 2-(2,3-epoxypropoxy)benzoate). Run in CO (methanol), CO (methanol). Yields the product C(C(=O)O)(=O)O.OC(COC1=C(C(=O)OC)C=CC=C1)CNCCNS(=O)(=O)C1=CC=C(C=C1)C (Methyl 2-[2-Hydroxy-3-[N-[2-[N-(4-methylphenylsulfonyl)amino]ethyl]amino]propoxy]benzoate Oxalate). RXN SMILES: [NH2:1][CH2:2][CH2:3][NH:4][S:5]([C:8]1[CH:13]=[CH:12][C:11]([CH3:14])=[CH:10][CH:9]=1)(=[O:7])=[O:6].[O:15]1[CH2:29][CH:16]1[CH2:17][O:18][C:19]1[CH:28]=[CH:27][CH:26]=[CH:25][C:20]=1[C:21]([O:23][CH3:24])=[O:22].[C:30]([OH:35])(=[O:34])[C:31]([OH:33])=[O:32].CC(C)=O>CO>[C:30]([OH:35])(=[O:34])[C:31]([OH:33])=[O:32].[OH:15][CH:16]([CH2:29][NH:1][CH2:2][CH2:3][NH:4][S:5]([C:8]1[CH:13]=[CH:12][C:11]([CH3:14])=[CH:10][CH:9]=1)(=[O:7])=[O:6])[CH2:17][O:18][C:19]1[CH:28]=[CH:27][CH:26]=[CH:25][C:20]=1[C:21]([O:23][CH3:24])=[O:22] |f:5.6|. Procedure details: A solution of 2.15 g of N-(2-aminoethyl)-p-toluenesulfonamide (0.1 mole) and 2.08 g of methyl 2-(2,3-epoxypropoxy)benzoate (0.01 mole) in 100 ml of methanol was stored at 25° C. for 4 hours. The methanol was then removed under reduced pressure, leaving an oil (NMR indicated only mono-alkylated product). The oil was then dissolved in 50 ml of methanol and an equimolar quantity of oxalic acid was added to the solution. 50 Ml of acetone was added, and the product crystallized upon refrigeration. Th... Starting materials: [BH4-], CC1CN(C(=O)OC(C)(C)C)CC2Cc3cc(CO)c(C(F)F)nc3N12, COC(C)c1nc2c(cc1C=O)CC1CN(C(=O)OC(C)(C)C)CC(C)N21, [Na+]. Product: COC(C)c1nc2c(cc1CO)CC1CN(C(=O)OC(C)(C)C)CC(C)N21. As a reaction SMILES: [BH4-:54].[C:1]([O:2][C:3]([N:4]1[CH2:5][CH:6]([CH3:7])[N:8]2[CH:9]([CH2:10][c:11]3[c:12]2[n:13][c:14]([CH:15]([F:16])[F:17])[c:18]([CH2:19][OH:20])[cH:21]3)[CH2:22]1)=[O:23])([CH3:24])([CH3:25])[CH3:26].[C:27]([CH3:28])([CH3:29])([CH3:30])[O:31][C:32](=[O:33])[N:34]1[CH2:35][CH:36]2[CH2:37][c:38]3[cH:39][c:40]([CH:52]=[O:53])[c:41]([CH:48]([CH3:49])[O:50][CH3:51])[n:42][c:43]3[N:44]2[CH:45]([CH3:47])[CH2:46]1.[Na+:55]>>[C:27]([CH3:28])([CH3:29])([CH3:30])[O:31][C:32](=[O:33])[N:34]1[CH2:35][CH:36]2[CH2:37][c:38]3[cH:39][c:40]([CH2:52][OH:53])[c:41]([CH:48]([CH3:49])[O:50][CH3:51])[n:42][c:43]3[N:44]2[CH:45]([CH3:47])[CH2:46]1. The reactants are C(C)NCCC (N-ethyl-1-propylamine), C(C)(=O)O (acetic acid), C(C)(=O)O[BH-](OC(C)=O)OC(C)=O.[Na+] (sodium triacetoxyborohydride), CS(=O)(=O)OC1=C2CNC(C2=C(C=C1OC)C=1N(C2=CC=C(C=C2C1)C=O)C(=O)OC(C)(C)C)=O (4-methanesulfonyloxy-5-methoxy-7-[1-(tert-butoxycarbonyl)-5-formylindol-2-yl]isoindolinone). Run in C(C)#N (acetonitrile). Product: CS(=O)(=O)OC1=C2CNC(C2=C(C=C1OC)C=1N(C2=CC=C(C=C2C1)CN(CC)CCC)C(=O)OC(C)(C)C)=O (4-methanesulfonyloxy-5-methoxy-7-[1-(tert-butoxycarbonyl)-5-(N-ethyl-1-propylaminomethyl)indol-2-yl]isoindolinone). Yield: 59.8%. RXN SMILES: [CH3:1][S:2]([O:5][C:6]1[C:14]([O:15][CH3:16])=[CH:13][C:12]([C:17]2[N:18]([C:28]([O:30][C:31]([CH3:34])([CH3:33])[CH3:32])=[O:29])[C:19]3[C:24]([CH:25]=2)=[CH:23][C:22]([CH:26]=O)=[CH:21][CH:20]=3)=[C:11]2[C:7]=1[CH2:8][NH:9][C:10]2=[O:35])(=[O:4])=[O:3].[CH2:36]([NH:38][CH2:39][CH2:40][CH3:41])[CH3:37].C(O)(=O)C.C(O[BH-](OC(=O)C)OC(=O)C)(=O)C.[Na+]>C(#N)C>[CH3:1][S:2]([O:5][C:6]1[C:14]([O:15][CH3:16])=[CH:13][C:12]([C:17]2[N:18]([C:28]([O:30][C:31]([CH3:32])([CH3:33])[CH3:34])=[O:29])[C:19]3[C:24]([CH:25]=2)=[CH:23][C:22]([CH2:26][N:38]([CH2:39][CH2:40][CH3:41])[CH2:36][CH3:37])=[CH:21][CH:20]=3)=[C:11]2[C:7]=1[CH2:8][NH:9][C:10]2=[O:35])(=[O:3])=[O:4] |f:3.4|. Procedure: In a similar manner to Step 2 of Example 6, 4-methanesulfonyloxy-5-methoxy-7-[1-(tert-butoxycarbonyl)-5-formylindol-2-yl]isoindolinone (100 mg, 0.200 mmol) was dissolved in acetonitrile (5.8 mL), and the solution was treated with N-ethyl-1-propylamine (0.242 mL, 2.00 mmol), acetic acid (0.229 mL, 4.00 mmol) and sodium triacetoxyborohydride (253 mg, 1.19 mmol), followed by purification by preparative thin-layer chromatography (chloroform/methanol=6/1) to obtain 4-methanesulfonyloxy-5-methoxy-7-[1... Starting materials: ClCC1=C(C(=CC=C1)OCCOC)OC (1-(Chloromethyl)-2-(methyloxy)-3-{[2-(methyloxy)ethyl]oxy}benzene), [C-]#N.[K+] (potassium cyanide). Run in CN(C=O)C (N,N-dimethylformamide), C(C)(=O)OCC (ethyl acetate). Run at temperature 60 celsius. Product: COC1=C(C=CC=C1OCCOC)CC#N ((2-(methyloxy)-3-{[2-(methyloxy)ethyl]oxy}phenyl)acetonitrile). Yield: 54.3%. As a reaction SMILES: Cl[CH2:2][C:3]1[CH:8]=[CH:7][CH:6]=[C:5]([O:9][CH2:10][CH2:11][O:12][CH3:13])[C:4]=1[O:14][CH3:15].[C-:16]#[N:17].[K+]>CN(C)C=O.C(OCC)(=O)C>[CH3:15][O:14][C:4]1[C:5]([O:9][CH2:10][CH2:11][O:12][CH3:13])=[CH:6][CH:7]=[CH:8][C:3]=1[CH2:2][C:16]#[N:17] |f:1.2|. Procedure details: 1-(Chloromethyl)-2-(methyloxy)-3-{[2-(methyloxy)ethyl]oxy}benzene (0.33 g, 1.4 mmol) was dissolved in N,N-dimethylformamide (2 mL) followed by the addition potassium cyanide (0.12 g, 1.6 mmol), and the resulting mixture was heated at 60° C. for 18 hours. After cooling to room temperature, it was diluted with ethyl acetate (50 mL), washed with water and brine (20 mL each), dried over sodium sulfate, filtered and concentrated to give an oily residue which was purified by flash chromatography (50% ... Starting materials: C(C1=CC=CC=C1)OC(CCNC(C1=CC=C(C=C1)N1CCC(CC1)=O)=O)=O (3-[4-(4-Oxo-piperidine-1-yl)-benzoylamino]-propionic acid benzyl ester), NC[C@H](O)C=1C=CC(=C(C1)NS(=O)(=O)C)O (N-[5-((1R)-2-amino-1-hydroxy-ethyl)-2-hydroxy-phenyl]-methanesulfonamide). Product: O[C@@H](CNC1CCN(CC1)C1=CC=C(C(=O)NCCC(=O)O)C=C1)C1=CC(=C(C=C1)O)NS(=O)(=O)C (N-(4-{4-[((2R)-2-Hydroxy-2-{4-hydroxy-3-[(methylsulfonyl)amino]phenyl}ethyl)amino]-1-piperidineyl}benzoyl)-beta-alanine). As a reaction SMILES: C([O:8][C:9](=[O:28])[CH2:10][CH2:11][NH:12][C:13](=[O:27])[C:14]1[CH:19]=[CH:18][C:17]([N:20]2[CH2:25][CH2:24][C:23](=O)[CH2:22][CH2:21]2)=[CH:16][CH:15]=1)C1C=CC=CC=1.[NH2:29][CH2:30][C@@H:31]([C:33]1[CH:34]=[CH:35][C:36]([OH:44])=[C:37]([NH:39][S:40]([CH3:43])(=[O:42])=[O:41])[CH:38]=1)[OH:32]>>[OH:32][C@H:31]([C:33]1[CH:34]=[CH:35][C:36]([OH:44])=[C:37]([NH:39][S:40]([CH3:43])(=[O:42])=[O:41])[CH:38]=1)[CH2:30][NH:29][CH:23]1[CH2:22][CH2:21][N:20]([C:17]2[CH:16]=[CH:15][C:14]([C:13]([NH:12][CH2:11][CH2:10][C:9]([OH:8])=[O:28])=[O:27])=[CH:19][CH:18]=2)[CH2:25][CH2:24]1. Procedure: The title compound was prepared from 3-[4-(4-oxo-piperidine-1-yl)-benzoylamino]-propionic acid benzyl ester (which was obtained in Example 159) and N-[5-((1R)-2-amino-1-hydroxy-ethyl)-2-hydroxy-phenyl]-methanesulfonamide (which was obtained in Example 10) according to the procedure of Example 179 as a white solid; mp >170° C. (decomposed); 1H NMR (300 MHz, DMSO-d6) δ 1.20-1.45 (m, 2H), 1.80-1.95 (m, 2H), 2.43 (t, J=7.0 Hz, 2H), 2.60-2.90 (m, 5H), 2.90 (s, 3H), 3.00-3.40 (m, 2H), 3.70-3.85 (m, 2H... Starting materials: C(C)(C)(C)OC(=O)N1CC2=C(N=C(N=C2)NC2=CC(=C(C(=C2)OC)OC)OC)CC1 (tert-Butyl-2-[(3,4,5-trimethoxyphenyl)amino]-5,6,7,8-tetrahydropyrido[4,3-d]pyrimidine-6-carboxylate), Intermediate 2. Run in Cl (HCl), O1CCOCC1 (1,4-dioxane). Reaction conditions: time 20 hour. The product is COC=1C=C(C=C(C1OC)OC)NC=1N=CC2=C(N1)CCNC2 (N-(3,4,5-Trimethoxyphenyl)-5,6,7,8-tetrahydropyrido[4,3-d]pyrimidin-2-amine). RXN SMILES: C(OC([N:8]1[CH2:30][CH2:29][C:11]2[N:12]=[C:13]([NH:16][C:17]3[CH:22]=[C:21]([O:23][CH3:24])[C:20]([O:25][CH3:26])=[C:19]([O:27][CH3:28])[CH:18]=3)[N:14]=[CH:15][C:10]=2[CH2:9]1)=O)(C)(C)C>Cl.O1CCOCC1>[CH3:28][O:27][C:19]1[CH:18]=[C:17]([NH:16][C:13]2[N:14]=[CH:15][C:10]3[CH2:9][NH:8][CH2:30][CH2:29][C:11]=3[N:12]=2)[CH:22]=[C:21]([O:23][CH3:24])[C:20]=1[O:25][CH3:26]. Reported procedure: A mixture of tert-Butyl-2-[(3,4,5-trimethoxyphenyl)amino]-5,6,7,8-tetrahydropyrido[4,3-d]pyrimidine-6-carboxylate, Intermediate 2 (870 mg, 2.09 mmol) in 4.0 N HCl solution in 1,4-dioxane (15 mL) was stirred at room temperature for 20 hours (orange colored solution with precipitate). The solvent was removed in vacuo and the salt was mostly taken up in water (20 mL). The pH of the aqueous mixture was made basic by addition of 1.0 N NaOH(aq) and the white, amorphous precipitate was collected, washe... Run in O (water), O.C1CCOC1 (water THF), C1CCOC1 (THF), C1CCOC1 (THF), C1CCOC1 (THF). Reactants: S(=S)(=O)([O-])[O-].[Na+].[Na+] (sodium thiosulfate), II (iodine), C(C)(C)[N-]C(C)C.[Li+] (Lithium N,N-diisopropyl amide), ClC1=NC=C(C=C1)F (2-chloro-5-fluoropyridine). Yields the product ClC1=NC=C(C(=C1)I)F (2-chloro-5-fluoro-4-iodopyridine). RXN SMILES: C([N-]C(C)C)(C)C.[Li+].[Cl:9][C:10]1[CH:15]=[CH:14][C:13]([F:16])=[CH:12][N:11]=1.[I:17]I.S([O-])([O-])(=O)=S.[Na+].[Na+]>O.O.C1COCC1.C1COCC1>[Cl:9][C:10]1[CH:15]=[C:14]([I:17])[C:13]([F:16])=[CH:12][N:11]=1 |f:0.1,4.5.6,8.9|. Procedure: Lithium N,N-diisopropyl amide (2M THF/ethylbenzene/heptane solution) (2.9 ml) was mixed with THF (20 ml), and a THF (5 ml) solution containing 2-chloro-5-fluoropyridine (500 mg) was added to the mixture in a nitrogen atmosphere at −75° C., followed by stirring for 3 hours. Subsequently, a THF (5 ml) solution containing iodine (1.16 g) was added to the mixture, followed by stirring at −75° C. for 1 hour. Next, water/THF (2 ml/8 ml), water (10 ml), and a 3M sodium thiosulfate aqueous solution were... Isolated yield 46.7%. Reaction conditions: time 3 hour. The reactants are CCOC(=O)C(C(=O)OCC)C(C)C, O=[N+]([O-])O. Product: CCOC(=O)C(O)(C(=O)OCC)C(C)C. As a reaction SMILES: [CH2:5]([CH3:6])[O:7][C:8]([CH:9]([C:10](=[O:11])[O:12][CH2:13][CH3:14])[CH:15]([CH3:16])[CH3:17])=[O:18].[OH:1][N+:2](=[O:3])[O-:4]>>[OH:1][C:9]([C:8]([O:7][CH2:5][CH3:6])=[O:18])([C:10](=[O:11])[O:12][CH2:13][CH3:14])[CH:15]([CH3:16])[CH3:17]. The reactants are C(C)O (Ethanol), N1C=NC(=C1)C1=C(C#N)C=CC=C1 (2-(1H-imidazol-4-yl)benzonitrile), Cl.NO (Hydroxylamine hydrochloride), C(=O)(O)[O-].[Na+] (NaHCO3). Run in O (water), C1CCOC1 (THF). Reaction conditions: temperature 80 celsius. The product is ONC(C1=C(C=CC=C1)C=1N=CNC1)=N (N-hydroxy-2-(1H-imidazol-4-yl)benzimidamide). Isolated yield 25.0%. Reaction SMILES: Cl.[NH2:2][OH:3].C([O-])(O)=O.[Na+].C(O)C.[NH:12]1[CH:16]=[C:15]([C:17]2[CH:24]=[CH:23][CH:22]=[CH:21][C:18]=2[C:19]#[N:20])[N:14]=[CH:13]1>O.C1COCC1>[OH:3][NH:2][C:19](=[NH:20])[C:18]1[CH:21]=[CH:22][CH:23]=[CH:24][C:17]=1[C:15]1[N:14]=[CH:13][NH:12][CH:16]=1 |f:0.1,2.3|. Reported procedure: Hydroxylamine hydrochloride (56 mg, 0.804 mmol) was added to a solution of NaHCO3 (68 mg, 0.804 mmol) in water (0.5 mL). Ethanol (1.5 mL) was added followed by 2-(1H-imidazol-4-yl)benzonitrile in THF (0.5 mL) and the reaction mixture was heated at 80° C. for 18 h. Solvents were removed under reduced pressure and the remaining solution poured into water and extracted with EtOAc (2×20 mL). The combined organic layers were washed with brine (10 mL), dried, and concentrated. The residue was purified...